Dataset: the Open Reaction Database (ORD), a public repository of structured organic reaction records. Task: describe an organic reaction: reactants, conditions, products, and yield The reactants are C(C1=CC=CC=C1)OC1=C(C=C(C=O)C=C1)OC1CCCC1 (4-benzyloxy-3-cyclopentyloxybenzaldehyde), C[N+](=O)[O-] (CH3NO2), NH4OAc. The solvent is CC(=O)O (AcOH). Yields the product C(C1=CC=CC=C1)OC1=C(C=C(C=C1)C=C[N+](=O)[O-])OC1CCCC1 (1-benzyloxy-2-cyclopentyloxy-4-(2-nitro-vinyl)-benzene). Reaction SMILES: [CH2:1]([O:8][C:9]1[CH:16]=[CH:15][C:12]([CH:13]=O)=[CH:11][C:10]=1[O:17][CH:18]1[CH2:22][CH2:21][CH2:20][CH2:19]1)[C:2]1[CH:7]=[CH:6][CH:5]=[CH:4][CH:3]=1.[CH3:23][N+:24]([O-:26])=[O:25]>CC(O)=O>[CH2:1]([O:8][C:9]1[CH:16]=[CH:15][C:12]([CH:13]=[CH:23][N+:24]([O-:26])=[O:25])=[CH:11][C:10]=1[O:17][CH:18]1[CH2:22][CH2:21][CH2:20][CH2:19]1)[C:2]1[CH:7]=[CH:6][CH:5]=[CH:4][CH:3]=1. Reported procedure: A mixture of 4-benzyloxy-3-cyclopentyloxybenzaldehyde (6.3 g, 21.3 mmol) in AcOH (13 mL) and CH3NO2 (5.8 mL, 106.5 mmol) was created. NH4OAc (3.3 g, 42.5 mmol) was added and the mixture was heated under reflux for 2 h. After cooling to r.t., the mixture was extracted with CH2Cl2. The organic layer separated and washed with water, sat. Reactants: [BH4-], CCOC(=O)c1cnc2cc(C(F)(F)F)ccc2c1-c1cccc(C=O)c1, CCO, [Na+]. Product: CCOC(=O)c1cnc2cc(C(F)(F)F)ccc2c1-c1cccc(CO)c1. As a reaction SMILES: [BH4-:28].[CH2:1]([CH3:2])[O:3][C:4](=[O:5])[c:6]1[cH:7][n:8][c:9]2[cH:10][c:11]([C:24]([F:25])([F:26])[F:27])[cH:12][cH:13][c:14]2[c:15]1-[c:16]1[cH:17][c:18]([CH:22]=[O:23])[cH:19][cH:20][cH:21]1.[CH3:30][CH2:31][OH:32].[Na+:29]>>[CH2:1]([CH3:2])[O:3][C:4](=[O:5])[c:6]1[cH:7][n:8][c:9]2[cH:10][c:11]([C:24]([F:25])([F:26])[F:27])[cH:12][cH:13][c:14]2[c:15]1-[c:16]1[cH:17][c:18]([CH2:22][OH:23])[cH:19][cH:20][cH:21]1. Starting materials: CN(C)C(=O)c1cc2cnc(Nc3ccc(N4CCNCC4)cn3)nc2n1C1CCCC1, CC(C)=O, ClCCl. Yields the product CC(C)N1CCN(c2ccc(Nc3ncc4cc(C(=O)N(C)C)n(C5CCCC5)c4n3)nc2)CC1. As a reaction SMILES: [CH3:1][N:2]([C:3](=[O:4])[c:5]1[cH:6][c:7]2[c:8]([n:9][c:10]([NH:13][c:14]3[n:15][cH:16][c:17]([N:20]4[CH2:21][CH2:22][NH:23][CH2:24][CH2:25]4)[cH:18][cH:19]3)[n:11][cH:12]2)[n:26]1[CH:27]1[CH2:28][CH2:29][CH2:30][CH2:31]1)[CH3:32].[CH3:33][C:34]([CH3:35])=[O:36].[Cl:37][CH2:38][Cl:39]>>[CH3:1][N:2]([C:3](=[O:4])[c:5]1[cH:6][c:7]2[c:8]([n:9][c:10]([NH:13][c:14]3[n:15][cH:16][c:17]([N:20]4[CH2:21][CH2:22][N:23]([CH:34]([CH3:33])[CH3:35])[CH2:24][CH2:25]4)[cH:18][cH:19]3)[n:11][cH:12]2)[n:26]1[CH:27]1[CH2:28][CH2:29][CH2:30][CH2:31]1)[CH3:32]. The reactants are CCOc1cc(C(O)c2ccc(OC)c(OCc3ccccc3)c2)ccc1OC, ClCCl, O=[Mn]=O. The product is CCOc1cc(C(=O)c2ccc(OC)c(OCc3ccccc3)c2)ccc1OC. RXN SMILES: [CH2:1]([c:2]1[cH:3][cH:4][cH:5][cH:6][cH:7]1)[O:8][c:9]1[cH:10][c:11]([CH:17]([OH:18])[c:19]2[cH:20][c:21]([O:27][CH2:28][CH3:29])[c:22]([O:25][CH3:26])[cH:23][cH:24]2)[cH:12][cH:13][c:14]1[O:15][CH3:16].[Cl:30][CH2:31][Cl:32].[O:33]=[Mn:34]=[O:35]>>[CH2:1]([c:2]1[cH:3][cH:4][cH:5][cH:6][cH:7]1)[O:8][c:9]1[cH:10][c:11]([C:17](=[O:18])[c:19]2[cH:20][c:21]([O:27][CH2:28][CH3:29])[c:22]([O:25][CH3:26])[cH:23][cH:24]2)[cH:12][cH:13][c:14]1[O:15][CH3:16]. Reactants: CCCCCC(CC(=O)O)c1ccc(OCCCOC)cc1OC, CC[O-], C[O-], [Na+], [Na+]. The product is CCCCCC(CC(=O)O)c1ccc(OCCCOCC)cc1OC. RXN SMILES: [CH3:1][O:2][CH2:3][CH2:4][CH2:5][O:6][c:7]1[cH:8][c:9]([O:23][CH3:24])[c:10]([CH:13]([CH2:14][C:15](=[O:16])[OH:17])[CH2:18][CH2:19][CH2:20][CH2:21][CH3:22])[cH:11][cH:12]1.[CH3:26][CH2:27][O-:28].[CH3:29][O-:30].[Na+:25].[Na+:31]>>[CH2:1]([O:2][CH2:3][CH2:4][CH2:5][O:6][c:7]1[cH:8][c:9]([O:23][CH3:24])[c:10]([CH:13]([CH2:14][C:15](=[O:16])[OH:17])[CH2:18][CH2:19][CH2:20][CH2:21][CH3:22])[cH:11][cH:12]1)[CH3:26]. The reactants are NC1=C(C=CC(=C1)SC)[N+](=O)[O-] (2-amino-4-methylthio-1-nitrobenzene), COC(=O)N=C=S (methoxy carbonyl isothiocyanate). The solvent is CC(=O)C (acetone). Run at time 5 day. Yields the product COC(=O)NC(NC1=C(C=CC(=C1)SC)[N+](=O)[O-])=S (1-(3-methoxycarbonyl-2-thioureido)-5-methylthio-2-nitrobenzene). As a reaction SMILES: [NH2:1][C:2]1[CH:7]=[C:6]([S:8][CH3:9])[CH:5]=[CH:4][C:3]=1[N+:10]([O-:12])=[O:11].[CH3:13][O:14][C:15]([N:17]=[C:18]=[S:19])=[O:16]>CC(C)=O>[CH3:13][O:14][C:15]([NH:17][C:18](=[S:19])[NH:1][C:2]1[CH:7]=[C:6]([S:8][CH3:9])[CH:5]=[CH:4][C:3]=1[N+:10]([O-:12])=[O:11])=[O:16]. Procedure: 1.5 G. 2-amino-4-methylthio-1-nitrobenzene in 30 ml. acetone is treated with 2.5 g. methoxy carbonyl isothiocyanate. After five days the mixture is stripped under vacuum and the residue triturated with methanol yielding 1-(3-methoxycarbonyl-2-thioureido)-5-methylthio-2-nitrobenzene.